From a dataset of the Open Reaction Database (ORD), a public repository of structured organic reaction records. describe an organic reaction: reactants, conditions, products, and yield The reactants are O=Cc1c[nH]c2cccc(OCc3ccccc3)c12, CN(CCc1ccccc1)C(=O)CBr, CCOC(C)=O, [H-], [Na+], C1CCOC1. The product is CN(CCc1ccccc1)C(=O)Cn1cc(C=O)c2c(OCc3ccccc3)cccc21. RXN SMILES: [CH2:3]([c:4]1[cH:5][cH:6][cH:7][cH:8][cH:9]1)[O:10][c:11]1[c:12]2[c:13]([CH:20]=[O:21])[cH:14][nH:15][c:16]2[cH:17][cH:18][cH:19]1.[CH3:22][N:23]([C:24]([CH2:25][Br:26])=[O:27])[CH2:28][CH2:29][c:30]1[cH:31][cH:32][cH:33][cH:34][cH:35]1.[CH3:36][CH2:37][O:38][C:39](=[O:40])[CH3:41].[H-:1].[Na+:2].[O:42]1[CH2:43][CH2:44][CH2:45][CH2:46]1>>[CH2:3]([c:4]1[cH:5][cH:6][cH:7][cH:8][cH:9]1)[O:10][c:11]1[c:12]2[c:13]([CH:20]=[O:21])[cH:14][n:15]([CH2:25][C:24]([N:23]([CH3:22])[CH2:28][CH2:29][c:30]3[cH:31][cH:32][cH:33][cH:34][cH:35]3)=[O:27])[c:16]2[cH:17][cH:18][cH:19]1. Reactants: ClCCNC(NNC(=O)OCC)=O (4-(2-chloroethyl)-1-ethoxycarbonyl-semicarbazide), 4-M, [OH-].[K+] (potassium hydroxide). Solvent: O (water). The product is ClCCN1C(NNC1=O)=O (4-(2-chloroethyl)-1,2,4-triazolidine-3,5-dione). The yield is 42.7%. RXN SMILES: [Cl:1][CH2:2][CH2:3][NH:4][C:5](=[O:13])[NH:6][NH:7][C:8](OCC)=[O:9].[OH-].[K+]>O>[Cl:1][CH2:2][CH2:3][N:4]1[C:5](=[O:13])[NH:6][NH:7][C:8]1=[O:9] |f:1.2|. Procedure: 23.9 g (0.114 mol) of 4-(2-chloroethyl)-1-ethoxycarbonyl-semicarbazide and 57 ml (0.228 mol) of 4-M potassium hydroxide solution were stirred together at room temperature for 2 hours. The mixture was diluted with 100 ml of water, applied to an ion-exchange column (Dowex 50X-8, H+ form) and eluted with water. The eluate was evaporated in vacuo to give a colourless solid which was recrystallized from water to give 7.97 g (43%) of 4-(2-chloroethyl)-1,2,4-triazolidine-3,5-dione of melting point 192°...